Task: describe an organic reaction: reactants, conditions, products, and yield. Dataset: the Open Reaction Database (ORD), a public repository of structured organic reaction records Reactants: Cl.C(C)ON (O-ethylhydroxylamine hydrochloride), C[Si]([N-][Si](C)(C)C)(C)C.[Li+] (lithium hexamethyldisilazide), COC(=O)C=1N=CC=2N(C1NC1=C(C=C(C=C1)I)F)C=NC2 (5-(2-fluoro-4-iodo-phenylamino)-imidazo[1,5-a]pyrazine-6-carboxylic acid methyl ester), Cl.C(C)ON (O-ethylhydroxylamine hydrochloride), C[Si]([N-][Si](C)(C)C)(C)C.[Li+] (lithium hexamethyldisilazide). The solvent is C1CCOC1 (THF). Conditions: time 16 hour. Product: C(C)ONC(=O)C=1N=CC=2N(C1NC1=C(C=C(C=C1)I)F)C=NC2 (N-Ethoxy-5-(2-fluoro-4-iodophenylamino)imidazo[1,5-a]pyrazine-6-carboxamide). Isolated yield 19.1%. As a reaction SMILES: CO[C:3]([C:5]1[N:6]=[CH:7][C:8]2[N:9]([CH:20]=[N:21][CH:22]=2)[C:10]=1[NH:11][C:12]1[CH:17]=[CH:16][C:15]([I:18])=[CH:14][C:13]=1[F:19])=[O:4].Cl.[CH2:24]([O:26][NH2:27])[CH3:25].C[Si](C)(C)[N-][Si](C)(C)C.[Li+]>C1COCC1>[CH2:24]([O:26][NH:27][C:3]([C:5]1[N:6]=[CH:7][C:8]2[N:9]([CH:20]=[N:21][CH:22]=2)[C:10]=1[NH:11][C:12]1[CH:17]=[CH:16][C:15]([I:18])=[CH:14][C:13]=1[F:19])=[O:4])[CH3:25] |f:1.2,3.4|. Procedure details: To a solution of 5-(2-fluoro-4-iodo-phenylamino)-imidazo[1,5-a]pyrazine-6-carboxylic acid methyl ester (165.0 mg, 0.40 mmol) and O-ethylhydroxylamine hydrochloride (78.1 mg, 0.80 mmol, 2.0 eq) in anhydrous THF (9.4 mL) at 0° C. was added lithium hexamethyldisilazide (1M in THF, 1.2 mL, 1.2 mmol, 3.0 eq). After stirring at room temperature for 16 h, additional O-ethylhydroxylamine hydrochloride (234.3 mg, 2.40 mmol, 3.0 eq) and lithium hexamethyldisilazide (1M in THF, 3.6 mL, 3.6 mmol, 9.0 eq) we... Reactants: BrC1=CC=C(C=C1)O (4-bromophenol), CN(C=O)C (dimethylformamide), N1=CC=CC=C1 (pyridine), C(CCC)[C@@H]1CC[C@H](CC1)C(=O)Cl (trans-4-n-butylcyclohexane carboxylic acid chloride). The solvent is O (water). The product is C(CCC)[C@@H]1CC[C@H](CC1)C(=O)OC1=CC=C(C=C1)Br (4-bromophenyl trans-4-n-butylcyclohexane carboxylate). As a reaction SMILES: [Br:1][C:2]1[CH:7]=[CH:6][C:5]([OH:8])=[CH:4][CH:3]=1.CN(C)C=O.N1C=CC=CC=1.[CH2:20]([C@H:24]1[CH2:29][CH2:28][C@H:27]([C:30](Cl)=[O:31])[CH2:26][CH2:25]1)[CH2:21][CH2:22][CH3:23]>O>[CH2:20]([C@H:24]1[CH2:25][CH2:26][C@H:27]([C:30]([O:8][C:5]2[CH:6]=[CH:7][C:2]([Br:1])=[CH:3][CH:4]=2)=[O:31])[CH2:28][CH2:29]1)[CH2:21][CH2:22][CH3:23]. Procedure details: 26 g of 4-bromophenol, 100 ml of dimethylformamide, and 13 g of pyridine were dissolved. 31 g of commercially available trans-4-n-butylcyclohexane carboxylic acid chloride was added dropwise to the solution and the mixture was heated while stirring. The reaction mixture was poured into water to produce crystals. The crystals were collected by filtration, washed with dilute HCl and then water, dried in vacuum, and recrystallized from a mixed solvent of ethyl acetate and methanol to obtain 44 g of... The reactants are [Al+3], CCO, [Cl-], [Cl-], [Cl-], COc1ccc(Cn2c(-c3ccccc3)nc(Cl)c2CC(=O)O)cc1C, ClCCl. Yields the product Cc1cc(Cn2c(-c3ccccc3)nc(Cl)c2CC(=O)O)ccc1O. Reaction SMILES: [Al+3:31].[CH3:34][CH2:35][OH:36].[Cl-:30].[Cl-:32].[Cl-:33].[Cl:1][c:2]1[n:3][c:4](-[c:21]2[cH:22][cH:23][cH:24][cH:25][cH:26]2)[n:5]([CH2:11][c:12]2[cH:13][c:14]([CH3:20])[c:15]([O:18][CH3:19])[cH:16][cH:17]2)[c:6]1[CH2:7][C:8](=[O:9])[OH:10].[Cl:27][CH2:28][Cl:29]>>[Cl:1][c:2]1[n:3][c:4](-[c:21]2[cH:22][cH:23][cH:24][cH:25][cH:26]2)[n:5]([CH2:11][c:12]2[cH:13][c:14]([CH3:20])[c:15]([OH:18])[cH:16][cH:17]2)[c:6]1[CH2:7][C:8](=[O:9])[OH:10]. The reactants are CC(C)(C)OC(=O)N1CCCN(C(=O)c2ccccc2Br)CC1, C1COCCO1, Cl. The product is Cl, O=C(c1ccccc1Br)N1CCCNCC1. Reaction SMILES: [C:1]([O:2][C:3](=[O:4])[N:8]1[CH2:9][CH2:10][N:11]([C:15]([c:16]2[c:17]([Br:22])[cH:18][cH:19][cH:20][cH:21]2)=[O:23])[CH2:12][CH2:13][CH2:14]1)([CH3:5])([CH3:6])[CH3:7].[CH2:24]1[O:25][CH2:26][CH2:27][O:28][CH2:29]1.[ClH:30]>>[ClH:30].[NH:8]1[CH2:9][CH2:10][N:11]([C:15]([c:16]2[c:17]([Br:22])[cH:18][cH:19][cH:20][cH:21]2)=[O:23])[CH2:12][CH2:13][CH2:14]1. The reactants are BrC1=C2CCC(N(C2=CC(=C1)OC)C1=C(C=CC=C1Cl)Cl)=O (5-bromo-1-(2,6-dichlorophenyl)-3,4-dihydro-7-methoxy-2(1H)-quinolinone), [H-].[Na+] (sodium hydride), ClC1=C(C(=CC=C1)Cl)N1C(CCC2=C(C=C(C=C12)OC)C1=C(C=C(C=C1)F)F)=O (1-(2,6-dichlorophenyl)-5-(2,4-difluorophenyl)-3,4-dihydro-7-methoxy-2(1H)-quinolinone), C([O-])([O-])=O.[K+].[K+] (Potassium carbonate), ClC1=C(C(=CC=C1)Cl)N1C(CCC2=C(C=C(C=C12)OC)C1=C(C=C(C=C1)F)F)=O (1-(2,6-dichlorophenyl)-5-(2,4-difluorophenyl)-3,4-dihydro-7-methoxy-2(1H)-quinolinone). The solvent is CN(C)C=O (DMF). Conditions: time 1 hour. The product is ClC1=C(C(=CC=C1)Cl)N1C(CCC2=C(C=C(C=C12)O)C1=C(C=C(C=C1)F)F)=O (1-(2,6-dichlorophenyl)-5-(2,4-difluorophenyl)-3,4-dihydro-7-hydroxy-2(1H)-quinolinone). Reaction SMILES: BrC1C=C(OC)C=C2C=1CCC(=O)N2C1C(Cl)=CC=CC=1Cl.[H-].[Na+].[Cl:25][C:26]1[CH:31]=[CH:30][CH:29]=[C:28]([Cl:32])[C:27]=1[N:33]1[C:42]2[C:37](=[C:38]([C:45]3[CH:50]=[CH:49][C:48]([F:51])=[CH:47][C:46]=3[F:52])[CH:39]=[C:40]([O:43]C)[CH:41]=2)[CH2:36][CH2:35][C:34]1=[O:53].C(=O)([O-])[O-].[K+].[K+]>CN(C=O)C>[Cl:25][C:26]1[CH:31]=[CH:30][CH:29]=[C:28]([Cl:32])[C:27]=1[N:33]1[C:42]2[C:37](=[C:38]([C:45]3[CH:50]=[CH:49][C:48]([F:51])=[CH:47][C:46]=3[F:52])[CH:39]=[C:40]([OH:43])[CH:41]=2)[CH2:36][CH2:35][C:34]1=[O:53] |f:1.2,4.5.6|. Procedure details: The mixture of compound 1 (126 mg, 0.3 mmol) and sodium hydride (60%) (12 mg, 0.3 mmol) in 6 mL of DMF was stirred for 1 h at rt. Then the compound 2 (78 mg, 0.33 mmol) was added and stirred for 12 h at 135° C. Potassium carbonate (83 mg, 0.6 mmol) and compound 2 (78 mg, 0.33 mmol) was again added to the reaction mixture and stirred for another 24 h at 135° C. After removal of solvent, it was poured in to 30 mL of ethyl acetate and 10 mL of aq Na2CO3, and it was extracted with ethyl acetate (15 ... Reactants: OC(C(Cl)(Cl)Cl)NC(C=1C(N)=CC=C(C1)C(=O)OC)=O (N-(1-hydroxy-2,2,2-trichloroethyl)-5-methoxycarbonylanthranilamide). The solvent is S(O)(O)(=O)=O (sulphuric acid). The product is O=C1NC(NC2=CC=C(C=C12)C(=O)O)C(Cl)(Cl)Cl (1,2-dihydro-4-oxo-2-trichloromethylquinazoline-6-carboxylic acid). RXN SMILES: O[CH:2]([NH:7][C:8](=[O:20])[C:9]1[C:10](=[CH:12][CH:13]=[C:14]([C:16]([O:18]C)=[O:17])[CH:15]=1)[NH2:11])[C:3]([Cl:6])([Cl:5])[Cl:4]>S(=O)(=O)(O)O>[O:20]=[C:8]1[C:9]2[C:10](=[CH:12][CH:13]=[C:14]([C:16]([OH:18])=[O:17])[CH:15]=2)[NH:11][CH:2]([C:3]([Cl:6])([Cl:5])[Cl:4])[NH:7]1. Reported procedure: N-(1-hydroxy-2,2,2-trichloroethyl)-5-methoxycarbonylanthranilamide (5 g.) and concentrated sulphuric acid (100 ml.) were heated together on a steam bath for 15 minutes, cooled, and poured onto a minimum quantity of ice. The precipitate thus formed was filtered off, dried and dissolved in hot ethanol (300 ml.). The ethanol solution was concentrated to 20 ml. and the solid produced was filtered off and discarded. The filtrate was further concentrated to 10 ml. and the product thus obtained was fil...